From a dataset of the Open Reaction Database (ORD), a public repository of structured organic reaction records. describe an organic reaction: reactants, conditions, products, and yield The reactants are BrC=1C(=CC(=C(C#N)C1)OC)F (5-bromo-4-fluoro-2-methoxybenzonitrile), C(CCC)[Sn](C(=C)OCC)(CCCC)CCCC (tributyl(1-ethoxy-vinyl)tin), C1CC(=O)N(C1=O)Br (NBS), O1CCOCC1 (1,4 dioxane). Reagents/catalysts: C1=CC=C(C=C1)P(C2=CC=CC=C2)C3=CC=CC=C3.C1=CC=C(C=C1)P(C2=CC=CC=C2)C3=CC=CC=C3.Cl[Pd]Cl (Bis(Triphenylphosphine)Palladium(II)Chloride). Run in C1CCOC1.O (THF H2O). Reaction conditions: temperature 95 celsius, time 3 hour. Yields the product BrCC(=O)C=1C(=CC(=C(C#N)C1)OC)F (5-(bromoacetyl)-4-fluoro-2-methoxybenzonitrile). As a reaction SMILES: Br[C:2]1[C:3]([F:12])=[CH:4][C:5]([O:10][CH3:11])=[C:6]([CH:9]=1)[C:7]#[N:8].C([Sn](CCCC)(CCCC)[C:18]([O:20]CC)=[CH2:19])CCC.O1CCOCC1.C1C(=O)N([Br:44])C(=O)C1>C1C=CC(P(C2C=CC=CC=2)C2C=CC=CC=2)=CC=1.C1C=CC(P(C2C=CC=CC=2)C2C=CC=CC=2)=CC=1.Cl[Pd]Cl.C1COCC1.O>[Br:44][CH2:20][C:18]([C:2]1[C:3]([F:12])=[CH:4][C:5]([O:10][CH3:11])=[C:6]([CH:9]=1)[C:7]#[N:8])=[O:19] |f:4.5.6,7.8|. Procedure: To a 500 mL flask was added 5-bromo-4-fluoro-2-methoxybenzonitrile (4.00 g, 17.4 mmol), Bis(Triphenylphosphine)Palladium(II)Chloride (0.61 g, 0.87 mmol), tributyl(1-ethoxy-vinyl)tin (9.42 mL, 26.1 mmol) followed by addition of 1,4 dioxane (40 mL). The resulting mixture was stirred at 95° C. for 3 h; the flask was taken out of the oil bath and cooled to rt followed by treatment with a mixture of THF/H2O (50/25 mL) and placed in an ice bath. To the flask was added NBS (6.19 g, 34.8 mmol) in small ... Starting materials: C(=O)=O (carbon dioxide), C(C)OC(C(C(=O)O)CCCC1CCCCC1)=O ((3-cyclohexylpropyl)-malonic acid ethyl ester), C=O (paraformaldehyde), N1CCCCC1 (piperidine). The solvent is O (water), N1=CC=CC=C1 (pyridine). Reaction conditions: temperature 60 celsius. The product is C(C)OC(C(CCCC1CCCCC1)=C)=O (5-Cyclohexyl-2-methylenevaleric acid ethyl ester). RXN SMILES: [CH2:1]([O:3][C:4](=[O:18])[CH:5]([CH2:9][CH2:10][CH2:11][CH:12]1[CH2:17][CH2:16][CH2:15][CH2:14][CH2:13]1)[C:6](O)=O)[CH3:2].C=O.N1CCCCC1.C(=O)=O>O.N1C=CC=CC=1>[CH2:1]([O:3][C:4](=[O:18])[C:5](=[CH2:6])[CH2:9][CH2:10][CH2:11][CH:12]1[CH2:13][CH2:14][CH2:15][CH2:16][CH2:17]1)[CH3:2]. Procedure details: 51 g of (3-cyclohexylpropyl)-malonic acid ethyl ester, 6.4 g of paraformaldehyde, 50 ml of pyridine and 2.1 g of piperidine are warmed to 60° C. When the evolution of carbon dioxide is complete (approx. 1 hour), the mixture is stirred for a further hour at 60° C. and is poured into 800 ml of water and the mixture is extracted with 4 times 200 ml of petroleum ether. The combined organic phases are washed with 200 ml of water, 200 ml of 2 N hydrochloric acid, 200 ml of water and 200 ml of saturate... The product is C1=C(C=CC=2OC3=CC=CC=C3CC12)C(=C)C (2-(2-xanthenyl)-propene). RXN SMILES: BrC(C1C=CC2OC3C(=CC=CC=3)CC=2C=1)CC.C([O-])(=O)C.[K+].C(O[CH2:28][CH:29]([C:31]1[CH:44]=[CH:43][C:42]2[O:41][C:40]3[C:35](=[CH:36][CH:37]=[CH:38][CH:39]=3)[CH2:34][C:33]=2[CH:32]=1)[CH3:30])(=O)C>CN(C=O)C>[CH:32]1[C:33]2[CH2:34][C:35]3[C:40](=[CH:39][CH:38]=[CH:37][CH:36]=3)[O:41][C:42]=2[CH:43]=[CH:44][C:31]=1[C:29]([CH3:30])=[CH2:28] |f:1.2|. Reported procedure: 3 g. of 1-bromo-(2-xanthenyl)-propane is dissolved in 20 ml. of DMF, mixed with 3 g. of anhydrous potassium acetate, and stirred for 3 hours at 60°. The mixture is worked up as usual, thus obtaining 2-(2-xanthenyl)-propyl acetate, m.p. 62°-64°. Additionally, a small amount of 2-(2-xanthenyl)-propene is produced. Starting materials: BrC(CC)C1=CC=2CC3=CC=CC=C3OC2C=C1 (1-bromo-(2-xanthenyl)-propane), C(C)(=O)[O-].[K+] (potassium acetate), C(C)(=O)OCC(C)C1=CC=2CC3=CC=CC=C3OC2C=C1 (2-(2-xanthenyl)-propyl acetate). The solvent is CN(C)C=O (DMF). The reactants are BrCC1=CC=C(C=C1)C (α-bromo-p-xylene), C([O-])([O-])=O.[K+].[K+] (potassium carbonate), resultant solution, Cl (HCl), OC1=C(C=C(C(=O)C2=CN(C3=CC=CC=C23)S(=O)(=O)C2=CC=CC=C2)C=C1)OCCCCl (3-[4-Hydroxy-3-(3-chloropropoxy)benzoyl]-1-(phenylsulfonyl)indole). The solvent is CN(C=O)C (N,N-dimethylformamide). Reaction conditions: time 2 hour. The product is CC1=CC=C(C=C1)COC1=C(C=C(C(=O)C2=CN(C3=CC=CC=C23)S(=O)(=O)C2=CC=CC=C2)C=C1)OCCCCl (3-[4-(4-methylphenylmethoxy)-3-(3-chloropropoxy)benzoyl]-1-(phenylsulfonyl)indole). The yield is 55.7%. RXN SMILES: [OH:1][C:2]1[CH:27]=[CH:26][C:5]([C:6]([C:8]2[C:16]3[C:11](=[CH:12][CH:13]=[CH:14][CH:15]=3)[N:10]([S:17]([C:20]3[CH:25]=[CH:24][CH:23]=[CH:22][CH:21]=3)(=[O:19])=[O:18])[CH:9]=2)=[O:7])=[CH:4][C:3]=1[O:28][CH2:29][CH2:30][CH2:31][Cl:32].Br[CH2:34][C:35]1[CH:40]=[CH:39][C:38]([CH3:41])=[CH:37][CH:36]=1.C(=O)([O-])[O-].[K+].[K+].Cl>CN(C)C=O>[CH3:34][C:35]1[CH:40]=[CH:39][C:38]([CH2:41][O:1][C:2]2[CH:27]=[CH:26][C:5]([C:6]([C:8]3[C:16]4[C:11](=[CH:12][CH:13]=[CH:14][CH:15]=4)[N:10]([S:17]([C:20]4[CH:25]=[CH:24][CH:23]=[CH:22][CH:21]=4)(=[O:19])=[O:18])[CH:9]=3)=[O:7])=[CH:4][C:3]=2[O:28][CH2:29][CH2:30][CH2:31][Cl:32])=[CH:37][CH:36]=1 |f:2.3.4|. Reported procedure: 3-[4-Hydroxy-3-(3-chloropropoxy)benzoyl]-1-(phenylsulfonyl)indole (0.72 g) obtained in Step 1 was dissolved in N,N-dimethylformamide (7 ml). α-bromo-p-xylene (0.37 g) and potassium carbonate (0.28 g) were added to the resultant solution and stirred for 2 hours at room temperature. 2N HCl was added to the reaction mixture, followed by extraction with ethyl acetate. The resultant extract was sequentially washed with saturated sodium bicarbonate solution and brine and then dried. The solvent was di... The reactants are BrC=1C=NC(=NC1)C(=O)N1CCN(CC1)C1=NC=C(C=C1C)C ((5-bromopyrimidin-2-yl)[4-(3,5-dimethylpyridin-2-yl)piperazin-1-yl]methanone), CN1C(NCC1)=O (1-methylimidazolidin-2-one). Yields the product CC=1C(=NC=C(C1)C)N1CCN(CC1)C(=O)C1=NC=C(C=N1)N1C(N(CC1)C)=O (1-{2-[4-(3,5-dimethylpyridin-2-yl)piperazine-1-carbonyl]pyrimidin-5-yl}-3-methylimidazolidin-2-one). Yield: 40.5%. Reaction SMILES: Br[C:2]1[CH:3]=[N:4][C:5]([C:8]([N:10]2[CH2:15][CH2:14][N:13]([C:16]3[C:21]([CH3:22])=[CH:20][C:19]([CH3:23])=[CH:18][N:17]=3)[CH2:12][CH2:11]2)=[O:9])=[N:6][CH:7]=1.[CH3:24][N:25]1[CH2:29][CH2:28][NH:27][C:26]1=[O:30]>>[CH3:22][C:21]1[C:16]([N:13]2[CH2:14][CH2:15][N:10]([C:8]([C:5]3[N:4]=[CH:3][C:2]([N:27]4[CH2:28][CH2:29][N:25]([CH3:24])[C:26]4=[O:30])=[CH:7][N:6]=3)=[O:9])[CH2:11][CH2:12]2)=[N:17][CH:18]=[C:19]([CH3:23])[CH:20]=1. Procedure details: Using (5-bromopyrimidin-2-yl)[4-(3,5-dimethylpyridin-2-yl)piperazin-1-yl]methanone (188 mg) described in Preparation Example 229 and 1-methylimidazolidin-2-one (50 mg) and by the reaction and treatment in the same manner as in Example 536, the title compound (80 mg) was obtained. The reactants are [Al], C=CC, C=CCC, C=C, CC(C)C[Al](CC(C)C)CC(C)C, CO, Cc1ccccc1, CCCCCC, [Cl-], [Cl-], CC1C=C(C(C)(C)C)C=C1[Zr+2](=C(c1ccccc1)c1ccccc1)c1c(C(C)(C)C)ccc2c1Cc1cc(C(C)(C)C)ccc1-2. The product is C=CC, C=CCC, C=C. RXN SMILES: [Al:23].[CH2:18]=[CH:19][CH3:20].[CH2:1]=[CH:2][CH2:3][CH3:4].[CH2:21]=[CH2:22].[CH2:5]([CH:6]([CH3:16])[CH3:17])[Al:7]([CH2:8][CH:9]([CH3:10])[CH3:11])[CH2:12][CH:13]([CH3:14])[CH3:15].[CH3:71][OH:72].[CH3:73][c:74]1[cH:75][cH:76][cH:77][cH:78][cH:79]1.[CH3:80][CH2:81][CH2:82][CH2:83][CH2:84][CH3:85].[Cl-:24].[Cl-:25].[c:26]1([C:27](=[Zr+2:28]([C:29]2=[CH:38][C:33]([C:34]([CH3:35])([CH3:36])[CH3:37])=[CH:32][CH:30]2[CH3:31])[c:39]2[c:40]3[c:52]([cH:53][cH:54][c:55]2[C:56]([CH3:57])([CH3:58])[CH3:59])-[c:43]2[c:42]([cH:51][c:46]([C:47]([CH3:48])([CH3:49])[CH3:50])[cH:45][cH:44]2)[CH2:41]3)[c:60]2[cH:61][cH:62][cH:63][cH:64][cH:65]2)[cH:66][cH:67][cH:68][cH:69][cH:70]1>>[CH2:18]=[CH:19][CH3:20].[CH2:1]=[CH:2][CH2:3][CH3:4].[CH2:5]=[CH2:6]. Starting materials: Nc1ccc(Br)cc1, O=C(CBr)c1ccccc1, CN(C)C=O. Product: O=C(CNc1ccc(Br)cc1)c1ccccc1. Reaction SMILES: [Br:1][c:2]1[cH:3][cH:4][c:5]([NH2:6])[cH:7][cH:8]1.[Br:9][CH2:10][C:11](=[O:12])[c:13]1[cH:14][cH:15][cH:16][cH:17][cH:18]1.[CH3:19][N:20]([CH3:21])[CH:22]=[O:23]>>[Br:1][c:2]1[cH:3][cH:4][c:5]([NH:6][CH2:10][C:11](=[O:12])[c:13]2[cH:14][cH:15][cH:16][cH:17][cH:18]2)[cH:7][cH:8]1. Starting materials: Brc1cc2c(cc1I)OCO2, [Cu]I, CN(C)C=O, Nc1ncnc2nc(S)[nH]c12. Product: Nc1ncnc2nc(Sc3cc4c(cc3Br)OCO4)[nH]c12. RXN SMILES: [Br:12][c:13]1[cH:14][c:15]2[c:16]([cH:20][c:21]1[I:22])[O:17][CH2:18][O:19]2.[Cu:23][I:24].[O:25]=[CH:26][N:27]([CH3:28])[CH3:29].[SH:1][c:2]1[n:3][c:4]2[n:5][cH:6][n:7][c:8]([NH2:11])[c:9]2[nH:10]1>>[S:1]([c:2]1[n:3][c:4]2[n:5][cH:6][n:7][c:8]([NH2:11])[c:9]2[nH:10]1)[c:21]1[c:13]([Br:12])[cH:14][c:15]2[c:16]([cH:20]1)[O:17][CH2:18][O:19]2. Reactants: COC1=CC=C(C2=C1OCCO2)CC#N (2-(8-methoxy-1,4-benzodioxan-5-yl)acetonitrile), methanolic solution, C(C=C)(=O)OC (methyl acrylate), O (water). The solvent is C(C)#N (acetonitrile). The yield is 56.0%. Reaction SMILES: [CH3:1][O:2][C:3]1[C:8]2[O:9][CH2:10][CH2:11][O:12][C:7]=2[C:6]([CH2:13][C:14]#[N:15])=[CH:5][CH:4]=1.[C:16]([O:20][CH3:21])(=[O:19])[CH:17]=[CH2:18].[OH2:22]>C(#N)C>[C:14]([C:13]([C:6]1[C:7]2[O:12][CH2:11][CH2:10][O:9][C:8]=2[C:3]([O:2][CH3:1])=[CH:4][CH:5]=1)([CH2:5][CH2:4][C:3]([O:2][CH3:1])=[O:22])[CH2:18][CH2:17][C:16]([O:20][CH3:21])=[O:19])#[N:15]. The product is C(#N)C(CCC(=O)OC)(CCC(=O)OC)C1=CC=C(C=2OCCOC21)OC (dimethyl 4-cyano-4-(8-methoxy-1,4-benzodioxan-5-yl)pimelate). Procedure details: To a solution of Compound 1a (6.2 g, 30 mmol) obtained in Step A in acetonitrile (94 mL) were added a 40% methanolic solution of Triton B (1.4 mL, 3.0 mmol) and methyl acrylate (27 mL, 300 mmol), followed by refluxing for 5 hours. The mixture was allowed to cool, and then poured into water, followed by extraction with ethyl acetate. The organic layer as washed with brine and dried over sodium sulfate, and the solvent was evaporated in vacuo. The residue was purified by silica gel column chromato... The reactants are C1(=C(C=CC=C1)N)N (1,2-phenylenediamine), C(C)(C)N(C(C)C)CC (N,N-diisopropylethylamine), BrC(C(=O)OCC)(C)C (ethyl α-bromoisobutyrate), O (water). Run in CN(C=O)C (N,N-dimethylformamide). Conditions: temperature 110 celsius. Yields the product CC1(C(NC2=CC=CC=C2N1)=O)C (3,3-dimethyl-3,4-dihydroquinoxalin-2(1H)-one). The yield is 57.5%. Reaction SMILES: [C:1]1([NH2:8])[CH:6]=[CH:5][CH:4]=[CH:3][C:2]=1[NH2:7].C(N(CC)C(C)C)(C)C.Br[C:19]([CH3:26])([CH3:25])[C:20](OCC)=[O:21].O>CN(C)C=O>[CH3:25][C:19]1([CH3:26])[NH:8][C:1]2[C:2](=[CH:3][CH:4]=[CH:5][CH:6]=2)[NH:7][C:20]1=[O:21]. Reported procedure: To a solution of 1,2-phenylenediamine (16.96 g) in N,N-dimethylformamide (80 ml) were added successively N,N-diisopropylethylamine (36.4 mL) and ethyl α-bromoisobutyrate (39.8 g), and the mixture was heated at 110° C. for 3 days. After cooling, to the reaction mixture was added cold water and the mixture was extracted with ethyl acetate. The aqueous layer was extracted with ethyl acetate, and the combined organic layer was washed successively with an aqueous 10% HCl solution, water, an aqueous s...